Dataset: the Open Reaction Database (ORD), a public repository of structured organic reaction records. Task: describe an organic reaction: reactants, conditions, products, and yield Starting materials: CN1[C@@H](CCC1)C(=O)NC1=CC(=CC=C1)[N+](=O)[O-] ((S)-1-methyl-N-(3-nitrophenyl)pyrrolidine-2-carboxamide). The reagents and catalysts are [Pd] (Pd/C). Solvent: CO (MeOH). Conditions: time 3 hour. The product is NC=1C=C(C=CC1)NC(=O)[C@H]1N(CCC1)C ((S)-N-(3-aminophenyl)-1-methylpyrrolidine-2-carboxamide). As a reaction SMILES: [CH3:1][N:2]1[CH2:6][CH2:5][CH2:4][C@H:3]1[C:7]([NH:9][C:10]1[CH:15]=[CH:14][CH:13]=[C:12]([N+:16]([O-])=O)[CH:11]=1)=[O:8]>CO.[Pd]>[NH2:16][C:12]1[CH:11]=[C:10]([NH:9][C:7]([C@@H:3]2[CH2:4][CH2:5][CH2:6][N:2]2[CH3:1])=[O:8])[CH:15]=[CH:14][CH:13]=1. Procedure: To a solution of (S)-1-methyl-N-(3-nitrophenyl)pyrrolidine-2-carboxamide (crude from step 1) in MeOH (5 ml) was added Pd/C (50 mg), charged with H2 (1 atm), after stirring for 3 h, Pd/C was filtered off and the filtrate was concentrated to give (S)-N-(3-aminophenyl)-1-methylpyrrolidine-2-carboxamide (350 mg).